Dataset: the Open Reaction Database (ORD), a public repository of structured organic reaction records. Task: describe an organic reaction: reactants, conditions, products, and yield Starting materials: N1C=CC2=CC(=CC=C12)N (1H-indol-5-amine), COC=1C=C(C=C(C1OC)OC)B(O)O (3,4,5-trimethoxyphenylboronic acid), BrC1=CN=C2C(=N1)N(C(N2)=O)C=2C=C1C=CNC1=CC2 (6-bromo-1-(1H-indol-5-yl)-1H-imidazo[4,5-b]pyrazin-2(3H)-one), BrC1=CN=C2C(=N1)N(C(N2)=O)C=2C=C1C=CN(C1=CC2)C (6-bromo-1-(1-methyl-1H-indol-5-yl)-1H-imidazo[4,5-b]pyrazin-2(3H)-one), COC=1C=C(C=CC1OC)C=1C=C2C(=NC1)NC=C2C=2C=C1C=CNC1=CC2 (5-(3,4-dimethoxyphenyl)-3-(1H-indol-5-yl)-1H-pyrrolo[2,3-b]pyridine), OC1=CC=C(C=C1)B(O)O (4-hydroxyphenylboronic acid), BrC1=CN=C2C(=N1)N(C(N2)=O)C=2C=C1C=CN(C1=CC2)C (6-bromo-1-(1-methyl-1H-indol-5-yl)-1H-imidazo[4,5-b]pyrazin-2(3H)-one). Product: OC1=CC=C(C=C1)C1=CN=C2C(=N1)N(C(N2)=O)C=2C=C1C=CN(C1=CC2)C (6-(4-hydroxyphenyl)-1-(1-methyl-1H-indol-5-yl)-1H-imidazo[4,5-b]pyrazin-2(3H)-one). Reaction SMILES: N1C2C(=CC(N)=CC=2)C=C1.Br[C:12]1[N:17]=[C:16]2[N:18]([C:22]3[CH:23]=[C:24]4[C:28](=[CH:29][CH:30]=3)[N:27]([CH3:31])[CH:26]=[CH:25]4)[C:19](=[O:21])[NH:20][C:15]2=[N:14][CH:13]=1.C[O:33][C:34]1[CH:35]=[C:36](C2C=C3C(C4C=C5C(=CC=4)NC=C5)=CNC3=NC=2)[CH:37]=[CH:38][C:39]=1OC.OC1C=CC(B(O)O)=CC=1.COC1C=C(B(O)O)C=C(OC)C=1OC.BrC1N=C2N(C3C=C4C(=CC=3)NC=C4)C(=O)NC2=NC=1>>[OH:33][C:34]1[CH:35]=[CH:36][C:37]([C:12]2[N:17]=[C:16]3[N:18]([C:22]4[CH:23]=[C:24]5[C:28](=[CH:29][CH:30]=4)[N:27]([CH3:31])[CH:26]=[CH:25]5)[C:19](=[O:21])[NH:20][C:15]3=[N:14][CH:13]=2)=[CH:38][CH:39]=1. Reported procedure: Compound BE was prepared by a method analogous to that described in Example 1 by substituting 1-methyl-1H-indol-5-amine for 1H-indol-5-amine in the reaction with Intermediate BA to prepare 6-bromo-1-(1-methyl-1H-indol-5-yl)-1H-imidazo[4,5-b]pyrazin-2(3H)-one. In a procedure similar to that used to synthesize Compound D, 4-hydroxyphenylboronic acid was substituted for 3,4,5-trimethoxyphenylboronic acid and 6-bromo-1-(1-methyl-1H-indol-5-yl)-1H-imidazo[4,5-b]pyrazin-2(3H)-one was substituted for 6... The reactants are C(C)(C)(C)OC(=O)NC(C(=O)O)CNC1=C(C=CC=C1)[N+](=O)[O-] (2-tert-butoxycarbonylamino-3-(2-nitrophenyl-amino)propionic acid), COC(CN1C([C@H](CNC2=C1C=CC=C2)NC(=O)OC(C)(C)C)=O)=O ((3S)-2-Oxo-3-tert-butoxycarbonylamino-2,3,4,5-tetrahydro-1H-1,5-benzodiazepine-1-acetic acid methyl ester), ClC1(CN=CC=C1)[N+](=O)[O-] (3-chloro-3-nitro pyridine). Product: C(C)(C)(C)OC(=O)NC(C(=O)O)CNC1=NC=CC=C1[N+](=O)[O-] (2-tert-Butoxycarbonylamino-3-(3-nitropyridin-2-ylamino)propionic acid). Yield: 64.0%. RXN SMILES: [C:1]([O:5][C:6]([NH:8][CH:9]([CH2:13][NH:14][C:15]1C=[CH:19][CH:18]=[CH:17][C:16]=1[N+:21]([O-:23])=[O:22])[C:10]([OH:12])=[O:11])=[O:7])([CH3:4])([CH3:3])[CH3:2].COC(=O)C[N:28]1C2C=CC=CC=2NC[C@H](NC(OC(C)(C)C)=O)C1=O.ClC1([N+]([O-])=O)C=CC=NC1>>[C:1]([O:5][C:6]([NH:8][CH:9]([CH2:13][NH:14][C:15]1[C:16]([N+:21]([O-:23])=[O:22])=[CH:17][CH:18]=[CH:19][N:28]=1)[C:10]([OH:12])=[O:11])=[O:7])([CH3:4])([CH3:3])[CH3:2]. Procedure: was prepared by a similar method as (2S) 2-tert-butoxycarbonylamino-3-(2-nitrophenyl-amino)propionic acid in Step A of the synthesis of 600a/103, except that 3-chloro-3-nitro pyridine was used instead of 2-fluoronitrobenzene, to give 4.05 g (64%) of a yellow solid. Reactants: CC(C)(C)OC(=O)N1CCC(Nc2nc(Cl)nc(N3CCOCC3)c2[N+](=O)[O-])CC1, COc1cccc2[nH]c(C(F)F)nc12, [K+], [K+], O=C([O-])[O-], CN(C)C=O, O. Yields the product COc1cccc2c1nc(C(F)F)n2-c1nc(NC2CCN(C(=O)OC(C)(C)C)CC2)c([N+](=O)[O-])c(N2CCOCC2)n1. Reaction SMILES: [Cl:7][c:8]1[n:9][c:10]([N:31]2[CH2:32][CH2:33][O:34][CH2:35][CH2:36]2)[c:11]([N+:28](=[O:29])[O-:30])[c:12]([NH:14][CH:15]2[CH2:16][CH2:17][N:18]([C:21](=[O:22])[O:23][C:24]([CH3:25])([CH3:26])[CH3:27])[CH2:19][CH2:20]2)[n:13]1.[F:37][CH:38]([c:39]1[n:40][c:41]2[c:42]([nH:43]1)[cH:44][cH:45][cH:46][c:47]2[O:48][CH3:49])[F:50].[K+:1].[K+:2].[O-:3][C:4]([O-:5])=[O:6].[O:51]=[CH:52][N:53]([CH3:54])[CH3:55].[OH2:56]>>[c:8]1(-[n:43]2[c:39]([CH:38]([F:37])[F:50])[n:40][c:41]3[c:42]2[cH:44][cH:45][cH:46][c:47]3[O:48][CH3:49])[n:9][c:10]([N:31]2[CH2:32][CH2:33][O:34][CH2:35][CH2:36]2)[c:11]([N+:28](=[O:29])[O-:30])[c:12]([NH:14][CH:15]2[CH2:16][CH2:17][N:18]([C:21](=[O:22])[O:23][C:24]([CH3:25])([CH3:26])[CH3:27])[CH2:19][CH2:20]2)[n:13]1.